From a dataset of the Open Reaction Database (ORD), a public repository of structured organic reaction records. describe an organic reaction: reactants, conditions, products, and yield The reactants are C(C)(C)(C)NC1=NC2=CC=C(C=C2C=C1\C=C\C1=NC=NC(=C1)C(C)(C)C)C1=C(C=CC=C1)C ((E)-N-tert-butyl-3-(2-(6-tert-butylpyrimidin-4-yl)vinyl)-6-o-tolylquinolin-2-amine), C(=O)(C(F)(F)F)O (TFA), crude material. Reagents/catalysts: [Pd] (Pd/C). The solvent is C(C)O (ethanol). Conditions: time 3 hour. Yields the product C(C)(C)(C)C1=CC(=NC=N1)CCC=1C(=NC2=CC=C(C=C2C1)C1=C(C=CC=C1)C)N (3-(2-(6-tert-butylpyrimidin-4-yl)ethyl)-6-o-tolylquinolin-2-amine). RXN SMILES: C([NH:5][C:6]1[C:15](/[CH:16]=[CH:17]/[C:18]2[CH:23]=[C:22]([C:24]([CH3:27])([CH3:26])[CH3:25])[N:21]=[CH:20][N:19]=2)=[CH:14][C:13]2[C:8](=[CH:9][CH:10]=[C:11]([C:28]3[CH:33]=[CH:32][CH:31]=[CH:30][C:29]=3[CH3:34])[CH:12]=2)[N:7]=1)(C)(C)C.C(O)(C(F)(F)F)=O>C(O)C.[Pd]>[C:24]([C:22]1[N:21]=[CH:20][N:19]=[C:18]([CH2:17][CH2:16][C:15]2[C:6]([NH2:5])=[N:7][C:8]3[C:13]([CH:14]=2)=[CH:12][C:11]([C:28]2[CH:33]=[CH:32][CH:31]=[CH:30][C:29]=2[CH3:34])=[CH:10][CH:9]=3)[CH:23]=1)([CH3:27])([CH3:26])[CH3:25]. Procedure details: Cyanocopper (1.9 g, 21.5 mmol) and lithium chloride (1.8 g, 42.9 mmol) were stirred in THF (30 mL) until dissolved (approximately 20 min) and then cooled to 0° C. Next, tert-butyllithium (12.6 mL, 21.5 mmol) was slowly added the resulting solution was stirred at 0° C. for 25 min before cooling to −78° C. 4-Chloro-6-methylpyrimidine (2.3 g, 17.9 mmol) in THF (5 mL) was added and the reaction was allowed to warm to RT over 12 h. The reaction mixture was diluted with 10:1 saturated NH4Cl/NH4OH and ... Starting materials: C[C@@]1(CN(C(C1)=O)[C@H](C)C1=CC=CC=C1)C(=O)OC(C)(C)C (tert-butyl(3R)-3-methyl-5-oxo-1-[(1R)-1-phenylethyl]pyrrolidine-3-carboxylate), P(OCC)(OCC)OCC (tri ethyl phosphite), C[Si](C)(C)[N-][Si](C)(C)C.[Li+] (lithium bistrimethylsilyl amide). Solvent: O1CCCC1 (tetrahydrofuran). Reaction conditions: time 30 minute. The product is OC1[C@](CN(C1=O)[C@H](C)C1=CC=CC=C1)(C(=O)OC(C)(C)C)C (tert-Butyl(3S)-4-hydroxy-3-methyl-5-oxo-1-[(1R)-1-phenylethyl]pyrrolidine-3-carboxylate). The yield is 74.2%. As a reaction SMILES: [CH3:1][C@@:2]1([C:16]([O:18][C:19]([CH3:22])([CH3:21])[CH3:20])=[O:17])[CH2:6][C:5](=[O:7])[N:4]([C@@H:8]([C:10]2[CH:15]=[CH:14][CH:13]=[CH:12][CH:11]=2)[CH3:9])[CH2:3]1.P(OCC)(OCC)[O:24]CC.C[Si]([N-][Si](C)(C)C)(C)C.[Li+]>O1CCCC1>[OH:24][CH:6]1[C:5](=[O:7])[N:4]([C@@H:8]([C:10]2[CH:15]=[CH:14][CH:13]=[CH:12][CH:11]=2)[CH3:9])[CH2:3][C@:2]1([CH3:1])[C:16]([O:18][C:19]([CH3:21])([CH3:20])[CH3:22])=[O:17] |f:2.3|. Reported procedure: To a solution of tert-butyl(3R)-3-methyl-5-oxo-1-[(1R)-1-phenylethyl]pyrrolidine-3-carboxylate (9.90 g, 32.6 mmol) and tri ethyl phosphite (6.71 mL, 39.1 mmol) in anhydrous tetrahydrofuran (165 mL), lithium bistrimethylsilyl amide (45.7 mL, 45.7 mmol, 1.0M solution in tetrahydrofuran) was added at −5° C., and the mixture was stirred at the same temperature for 30 minutes. After bubbling oxygen gas into the reaction mixture for 30 minutes, saturated aqueous solution of ammonium chloride (150 mL) ... The product is ClC=1C=CC2=C(C(=CS2)C=O)C1 (5-chlorobenzothiophene-3-carboxaldehyde). As a reaction SMILES: [Cl:1][C:2]1[CH:3]=[CH:4][C:5]2[S:9][CH:8]=[C:7]([CH3:10])[C:6]=2[CH:11]=1.BrN1C(=[O:18])CCC1=O.C(=O)([O-])[O-].[Na+].[Na+]>C(Cl)(Cl)(Cl)Cl>[Cl:1][C:2]1[CH:3]=[CH:4][C:5]2[S:9][CH:8]=[C:7]([CH:10]=[O:18])[C:6]=2[CH:11]=1 |f:2.3.4|. Run in C(Cl)(Cl)(Cl)Cl (carbon tetrachloride). Yield: 87.9%. Procedure: A stirred mixture of 5-chloro-3-methylbenzothiophene (39 g, 0.214 mole, (D22)) and recrystallized N-bromosuccinimide (77 g, 0.432 mole) in carbon tetrachloride (700 ml) was illuminated with a 100 W lamp, while heating at reflux temperature for 4 hours. The reaction mixture was allowed to cool, the solid was filtered off and the filtrate was evaporated to dryness to leave a yellow oil. This residue was treated with 10% sodium carbonate solution (450 ml) and heated under rflux, with vigorous stirr... Reactants: ClC=1C=CC2=C(C(=CS2)C)C1 (5-chloro-3-methylbenzothiophene), BrN1C(CCC1=O)=O (N-bromosuccinimide), C([O-])([O-])=O.[Na+].[Na+] (sodium carbonate). The solvent is C(C)O (ethanol), O (water), C([O-])(O)=O.[Na+] (sodium bicarbonate). Product: NC=1SC2=C(N1)CC(CC2=O)(C)C (2-amino-5,5-dimethyl-7-oxo-4,5-dihydro-6H-benzthiazole). Procedure details: 28 g of 2-bromo-5,5-dimethylcyclohexane-1,3-dione and 11.7 g of thiourea are dissolved in 200 ml of ethanol. After the weakly exothermic reaction has subsided, the mixture is refluxed for a further 6 hours. The solution is diluted with 400 ml of water and neutralised with saturated sodium bicarbonate solution. The precipitated crystals are collected by filtration and dried in vacuo at 80° C., affording 21 g of 2-amino-5,5-dimethyl-7-oxo-4,5-dihydro-6H-benzthiazole with a melting point of 203°-20... Starting materials: BrC1C(CC(CC1=O)(C)C)=O (2-bromo-5,5-dimethylcyclohexane-1,3-dione), NC(=S)N (thiourea). As a reaction SMILES: Br[CH:2]1[C:7](=[O:8])[CH2:6][C:5]([CH3:10])([CH3:9])[CH2:4][C:3]1=O.[NH2:12][C:13]([NH2:15])=[S:14]>C(O)C.O.C(=O)(O)[O-].[Na+]>[NH2:15][C:13]1[S:14][C:2]2[C:7](=[O:8])[CH2:6][C:5]([CH3:10])([CH3:9])[CH2:4][C:3]=2[N:12]=1 |f:4.5|. The yield is 83.7%. Starting materials: NC1(CCN(CC1)C(=O)OC(C)(C)C)C(N)=O (tert-butyl 4-amino-4-carbamoylpiperidine-1-carboxylate), ClCC(OC)(OC)OC (2-chloro-1,1,1-trimethoxyethane), C(C)(=O)O (acetic acid). Conditions: temperature 118 celsius, time 12 hour. Yields the product ClCC1=NC2(C(N1)=O)CCN(CC2)C(=O)OC(C)(C)C (tert-butyl 2-(chloromethyl)-4-oxo-1,3,8-triazaspiro[4.5]dec-1-ene-8-carboxylate). Isolated yield 67.0%. Reaction SMILES: [NH2:1][C:2]1([C:15](=[O:17])[NH2:16])[CH2:7][CH2:6][N:5]([C:8]([O:10][C:11]([CH3:14])([CH3:13])[CH3:12])=[O:9])[CH2:4][CH2:3]1.[Cl:18][CH2:19][C:20](OC)(OC)OC.C(O)(=O)C>>[Cl:18][CH2:19][C:20]1[NH:16][C:15](=[O:17])[C:2]2([CH2:7][CH2:6][N:5]([C:8]([O:10][C:11]([CH3:12])([CH3:13])[CH3:14])=[O:9])[CH2:4][CH2:3]2)[N:1]=1. Procedure details: 1C (0.3M) was added 2-chloro-1,1,1-trimethoxyethane (4.0 equivalents) and acetic acid (2.0 equivalents). The mixture was stirred for 12 hr at 118° C. Solvent was removed under reduced pressure and the residue was purified by crystallization from cold diethyl ether to afford tert-butyl 2-(chloromethyl)-4-oxo-1,3,8-triazaspiro[4.5]dec-1-ene-8-carboxylate (1D, 67%).